Dataset: the Open Reaction Database (ORD), a public repository of structured organic reaction records. Task: describe an organic reaction: reactants, conditions, products, and yield The reactants are CC1(C)CC(OC(=O)c2ccccc2)CC(C)(C)N1O, CS(C)=O, [Na+], [OH-], O, O, O, O, O, O, O, O, OO, O=S(=O)(O)O. The product is CON1C(C)(C)CC(OC(=O)c2ccccc2)CC1(C)C. RXN SMILES: [C:3]([c:4]1[cH:5][cH:6][cH:7][cH:8][cH:9]1)(=[O:10])[O:11][CH:12]1[CH2:13][C:14]([CH3:21])([CH3:22])[N:15]([OH:20])[C:16]([CH3:18])([CH3:19])[CH2:17]1.[CH3:37][S:38](=[O:39])[CH3:40].[Na+:36].[OH-:35].[OH2:23].[OH2:24].[OH2:25].[OH2:26].[OH2:27].[OH2:28].[OH2:29].[OH2:41].[OH:1][OH:2].[S:30]([OH:31])([OH:32])(=[O:33])=[O:34]>>[C:3]([c:4]1[cH:5][cH:6][cH:7][cH:8][cH:9]1)(=[O:10])[O:11][CH:12]1[CH2:13][C:14]([CH3:21])([CH3:22])[N:15]([O:20][CH3:37])[C:16]([CH3:18])([CH3:19])[CH2:17]1. Starting materials: COC([C@@H](N)CC1=CC=CC=C1)=O (L-phenylalanine methyl ester), C(=O)N[C@H]1CC(=O)OC1=O (N-formyl-L-aspartic anhydride), N[C@@H](CC1=CC=CC=C1)C(=O)O (L-phenylalanine). Solvent: C(C)(=O)O (acetic acid). Product: COC([C@@H](NC([C@@H](N)CC(O)=O)=O)CC1=CC=CC=C1)=O (α-L-aspartyl-L-phenylalanine methyl ester), hydrogen halide salt. Reaction SMILES: [CH3:1][O:2][C:3](=[O:13])[C@H:4]([CH2:6][C:7]1[CH:12]=[CH:11][CH:10]=[CH:9][CH:8]=1)[NH2:5].C([NH:16][C@@H:17]1[C:22](=[O:23])[O:21][C:19](=[O:20])[CH2:18]1)=O.N[C@H](C(O)=O)CC1C=CC=CC=1>C(O)(=O)C>[CH3:1][O:2][C:3](=[O:13])[C@H:4]([CH2:6][C:7]1[CH:12]=[CH:11][CH:10]=[CH:9][CH:8]=1)[NH:5][C:22](=[O:23])[C@H:17]([CH2:18][C:19](=[O:20])[OH:21])[NH2:16]. Procedure: In a known process which does not use L-phenylalanine methyl ester, N-formyl-L-aspartic anhydride is subjected to a condensation reaction with L-phenylalanine in acetic acid and then the formyl group is removed in the presence of an aqueous hydrogen halide solution. The reaction product is subsequently esterified by treating with water, alcohol and the aqueous hydrogen halide solution, and α-L-aspartyl-L-phenylalanine methyl ester is isolated in the form of its hydrogen halide salt (U.S. Pat. No... Starting materials: CS(=O)(=O)Cl, ClCCl, CC(C)(C)OC(=O)Nc1ccc(-c2ccc(F)cc2)cc1NC(=O)c1ccc(N2CCC(N)C2)cc1, [Na+], O=C([O-])O. The product is CC(C)(C)OC(=O)Nc1ccc(-c2ccc(F)cc2)cc1NC(=O)c1ccc(N2CCC(NS(C)(=O)=O)C2)cc1. RXN SMILES: [CH3:37][S:38]([Cl:39])(=[O:40])=[O:41].[Cl:47][CH2:48][Cl:49].[NH2:1][CH:2]1[CH2:3][N:4]([c:7]2[cH:8][cH:9][c:10]([C:11](=[O:12])[NH:13][c:14]3[cH:15][c:16](-[c:28]4[cH:29][cH:30][c:31]([F:34])[cH:32][cH:33]4)[cH:17][cH:18][c:19]3[NH:20][C:21]([O:22][C:23]([CH3:24])([CH3:25])[CH3:26])=[O:27])[cH:35][cH:36]2)[CH2:5][CH2:6]1.[Na+:46].[O-:42][C:43]([OH:44])=[O:45]>>[NH:1]([CH:2]1[CH2:3][N:4]([c:7]2[cH:8][cH:9][c:10]([C:11](=[O:12])[NH:13][c:14]3[cH:15][c:16](-[c:28]4[cH:29][cH:30][c:31]([F:34])[cH:32][cH:33]4)[cH:17][cH:18][c:19]3[NH:20][C:21]([O:22][C:23]([CH3:24])([CH3:25])[CH3:26])=[O:27])[cH:35][cH:36]2)[CH2:5][CH2:6]1)[S:38]([CH3:37])(=[O:40])=[O:41]. Starting materials: BrC=1C=NC=2N(C1)N=C(C2)C(=O)O (6-bromo-pyrazolo[1,5-a]pyrimidine-2-carboxylic acid), C(C)N(C=1C=CC=C2CCNC(C12)C)CC (Diethyl-(1-methyl-1,2,3,4-tetrahydro-isoquinolin-8-yl)-amine). Yields the product BrC=1C=NC=2N(C1)N=C(C2)C(=O)N2C(C1=C(C=CC=C1CC2)N(CC)CC)C ((6-Bromo-pyrazolo[1,5-a]pyrimidin-2-yl)-(8-diethylamino-1-methyl-3,4-dihydro-1H-isoquinolin-2-yl)-methanone). As a reaction SMILES: [Br:1][C:2]1[CH:3]=[N:4][C:5]2[N:6]([N:8]=[C:9]([C:11]([OH:13])=O)[CH:10]=2)[CH:7]=1.[CH2:14]([N:16]([CH2:28][CH3:29])[C:17]1[CH:18]=[CH:19][CH:20]=[C:21]2[C:26]=1[CH:25]([CH3:27])[NH:24][CH2:23][CH2:22]2)[CH3:15]>>[Br:1][C:2]1[CH:3]=[N:4][C:5]2[N:6]([N:8]=[C:9]([C:11]([N:24]3[CH2:23][CH2:22][C:21]4[C:26](=[C:17]([N:16]([CH2:28][CH3:29])[CH2:14][CH3:15])[CH:18]=[CH:19][CH:20]=4)[CH:25]3[CH3:27])=[O:13])[CH:10]=2)[CH:7]=1. Procedure: In close analogy to the procedure described in Example 1, 6-bromo-pyrazolo[1,5-a]pyrimidine-2-carboxylic acid is reacted with Diethyl-(1-methyl-1,2,3,4-tetrahydro-isoquinolin-8-yl)-amine to provide the title compound in moderate yield. Starting materials: C\C(=C/CO)\C=C\C(=C(\C=C\C1=C(SC(=C1C)C)C)/C)\F (2E,4E,6Z,8E-3,7-dimethyl-6-fluoro-9-(2,4,5-trimethyl-3-thienyl)-2,4,6,8-nonatetraen-1-ol), O1CCCC1 (tetrahydrofuran), CN(C=O)C (dimethylformamide), O1CCCC1 (tetrahydrofuran), [H-].[Na+] (sodium hydride). The solvent is O (water). Reaction conditions: temperature 23 celsius, time 14 hour. The product is C\C(=C/COC)\C=C\C(=C(\C=C\C1=C(SC(=C1C)C)C)/C)\F (2E,4E,6Z,8E-3,7-dimethyl-6-fluoro-9-(2,4,5-trimethyl-3-thienyl)-1-methoxy-2,4,6,8-nonatetraene). Isolated yield 52.0%. As a reaction SMILES: [CH3:1]/[C:2](/[CH:6]=[CH:7]/[C:8](/[F:21])=[C:9](\[CH3:20])/[CH:10]=[CH:11]/[C:12]1[C:16]([CH3:17])=[C:15]([CH3:18])[S:14][C:13]=1[CH3:19])=[CH:3]\[CH2:4][OH:5].O1CCC[CH2:23]1.[H-].[Na+].CN(C)C=O>O>[CH3:1]/[C:2](/[CH:6]=[CH:7]/[C:8](/[F:21])=[C:9](\[CH3:20])/[CH:10]=[CH:11]/[C:12]1[C:16]([CH3:17])=[C:15]([CH3:18])[S:14][C:13]=1[CH3:19])=[CH:3]\[CH2:4][O:5][CH3:23] |f:2.3|. Procedure: A solution of 0.400 g. (1.31 mmole) of 2E,4E,6Z,8E-3,7-dimethyl-6-fluoro-9-(2,4,5-trimethyl-3-thienyl)-2,4,6,8-nonatetraen-1-ol in 5 ml. of tetrahydrofuran was added to a suspension of 0.11 g. (2.6 mmole) of a 56% sodium hydride dispersion in a mixture of 10 ml. of dry tetrahydrofuran and 20 ml. of dry dimethylformamide. This reaction mixture was stirred at 23° C. for 14 hours, poured into water and extracted with ether-hexane (1:1 parts by volume). The extracts were washed with water, dried wit... Reactants: Cc1ccc(S(=O)(=O)OC(CO)C2C=CCO2)cc1, [NH4+], O=C(NCC(O)C1C=CCO1)OCc1ccccc1, [OH-]. Product: NCC(O)C1C=CCO1. As a reaction SMILES: [CH3:20][c:21]1[cH:22][cH:23][c:24]([S:25]([O:26][CH:27]([CH:28]2[CH:29]=[CH:30][CH2:31][O:32]2)[CH2:33][OH:34])(=[O:35])=[O:36])[cH:37][cH:38]1.[NH4+:39].[O:1]1[CH:2]([CH:6]([CH2:7][NH:8][C:9](=[O:10])[O:11][CH2:12][c:13]2[cH:14][cH:15][cH:16][cH:17][cH:18]2)[OH:19])[CH:3]=[CH:4][CH2:5]1.[OH-:40]>>[O:1]1[CH:2]([CH:6]([CH2:7][NH2:8])[OH:19])[CH:3]=[CH:4][CH2:5]1.